From a dataset of the Open Reaction Database (ORD), a public repository of structured organic reaction records. describe an organic reaction: reactants, conditions, products, and yield Starting materials: N(=[N+]=[N-])[C@H]1C[C@@H](O[C@@H]1CO)N1C(=O)NC(=S)C(C)=C1 (3'-Azido-3'-deoxy-4-thiothymidine), C(C)(=O)C([C@@H]1[C@H](C[C@@H](O1)N1C(=O)NC(=O)C(=C1)I)N=[N+]=[N-])O (5'-Acetyl-3'-azido-2',3'-dideoxy-5-iodouridine), C[Si](C)(C)C#C (trimethylsilyl acetylene). The reagents and catalysts are C1=CC=C(C=C1)P(C2=CC=CC=C2)C3=CC=CC=C3.C1=CC=C(C=C1)P(C2=CC=CC=C2)C3=CC=CC=C3.Cl[Pd]Cl (bis(triphenylphosphine)palladium(II)chloride), [Cu]I (CuI). Reaction conditions: time 1 hour. Product: N(=[N+]=[N-])[C@H]1C[C@@H](O[C@@H]1CO)N1C(=O)NC(=O)C(=C1)C#C (1-(3-Azido-2,3-Dideoxy-β-D-erythro-pentofuranosyl)-5-(Ethynyl)Uracil). RXN SMILES: N([C@@H:4]1[C@@H](CO)O[C@@H](N2C=C(C)C(=S)NC2=O)[CH2:5]1)=[N+]=[N-].C([CH:23]([OH:41])[C@H:24]1[O:28][C@@H:27]([N:29]2[CH:36]=[C:35](I)[C:33](=[O:34])[NH:32][C:30]2=[O:31])[CH2:26][C@@H:25]1[N:38]=[N+:39]=[N-:40])(=O)C.C[Si](C#C)(C)C>C1C=CC(P(C2C=CC=CC=2)C2C=CC=CC=2)=CC=1.C1C=CC(P(C2C=CC=CC=2)C2C=CC=CC=2)=CC=1.Cl[Pd]Cl.[Cu]I>[N:38]([C@@H:25]1[C@@H:24]([CH2:23][OH:41])[O:28][C@@H:27]([N:29]2[CH:36]=[C:35]([C:4]#[CH:5])[C:33](=[O:34])[NH:32][C:30]2=[O:31])[CH2:26]1)=[N+:39]=[N-:40] |f:3.4.5|. Procedure: The title compound was prepared in a manner analogous to the procedure described in (1). 5'-Acetyl-3'-azido-2',3'-dideoxy-5-iodouridine (0.4 g, 0.94 mMol) was dissolved in anhydrous, deoxygenated triethylamine (50 mL) and treated with trimethylsilyl acetylene (0.37 g, 3.8 mMol), bis(triphenylphosphine)palladium(II)chloride (14 mg), and CuI (14 mg) at 55° C. under N2 for 4 hours. The reaction was evaporated to dryness and the residue dissolved in CHCl3. The CHCl3 was washed with 5% EDTA (2×25 mL)... The reactants are [Br-], C[Si](C)(C)[N-][Si](C)(C)C, O=S(=O)(NOCC1CC1)c1ccc(F)c(F)c1F, Nc1ccc(I)cc1Cl, [K+], [Li+], C1CCOC1. Yields the product O=S(=O)(NOCC1CC1)c1ccc(F)c(F)c1Nc1ccc(I)cc1Cl. Reaction SMILES: [Br-:38].[CH3:10][Si:11]([N-:12][Si:13]([CH3:14])([CH3:15])[CH3:16])([CH3:17])[CH3:18].[CH:20]1([CH2:23][O:24][NH:25][S:26](=[O:27])(=[O:28])[c:29]2[c:30]([F:37])[c:31]([F:36])[c:32]([F:35])[cH:33][cH:34]2)[CH2:21][CH2:22]1.[Cl:1][c:2]1[c:3]([NH2:4])[cH:5][cH:6][c:7]([I:9])[cH:8]1.[K+:39].[Li+:19].[O:40]1[CH2:41][CH2:42][CH2:43][CH2:44]1>>[Cl:1][c:2]1[c:3]([NH:4][c:30]2[c:29]([S:26]([NH:25][O:24][CH2:23][CH:20]3[CH2:21][CH2:22]3)(=[O:27])=[O:28])[cH:34][cH:33][c:32]([F:35])[c:31]2[F:36])[cH:5][cH:6][c:7]([I:9])[cH:8]1. Reactants: NC1=C(C=CC=C1)NS(=O)(=O)C1=CC2=C(S1)C=CC=C2 (benzo[b]thiophene-2-sulfonic acid (2-amino-phenyl)-amide), COC1=C(C=CC(=C1)[N+](=O)[O-])S(=O)(=O)Cl (2-methoxy-4-nitrobenzenesulfonyl chloride). Run in C(Cl)Cl (DCM), N1=CC=CC=C1 (pyridine), C(Cl)Cl (DCM). Conditions: time 8 hour. Yields the product COC1=C(C=CC(=C1)[N+](=O)[O-])S(=O)(=O)NC1=C(C=CC=C1)NS(=O)(=O)C1=CC2=C(S1)C=CC=C2 (benzo[b]thiophene-2-sulfonic acid [2-(2-methoxy-4-nitrobenzenesulfonylamino)phenyl]-amide). Isolated yield 67.9%. Reaction SMILES: [NH2:1][C:2]1[CH:7]=[CH:6][CH:5]=[CH:4][C:3]=1[NH:8][S:9]([C:12]1[S:16][C:15]2[CH:17]=[CH:18][CH:19]=[CH:20][C:14]=2[CH:13]=1)(=[O:11])=[O:10].[CH3:21][O:22][C:23]1[CH:28]=[C:27]([N+:29]([O-:31])=[O:30])[CH:26]=[CH:25][C:24]=1[S:32](Cl)(=[O:34])=[O:33]>C(Cl)Cl.N1C=CC=CC=1>[CH3:21][O:22][C:23]1[CH:28]=[C:27]([N+:29]([O-:31])=[O:30])[CH:26]=[CH:25][C:24]=1[S:32]([NH:1][C:2]1[CH:7]=[CH:6][CH:5]=[CH:4][C:3]=1[NH:8][S:9]([C:12]1[S:16][C:15]2[CH:17]=[CH:18][CH:19]=[CH:20][C:14]=2[CH:13]=1)(=[O:11])=[O:10])(=[O:34])=[O:33]. Reported procedure: To a solution of benzo[b]thiophene-2-sulfonic acid (2-amino-phenyl)-amide (1 mmol, prepared as in Example 1) in DCM (2 mL) and pyridine (2 mL), 2-methoxy-4-nitrobenzenesulfonyl chloride (1.1 mmol) was added at RT and the reaction mixture was then allowed to stir at RT overnight or until the reaction was complete as determined by TLC or LC-MS. The reaction mixture was then diluted with DCM (20 mL). The organic phase was washed with 10% aqueous HCl (20 mL), water (20 mL), and brine (20 mL). The or... Reactants: C=CC(=O)OC, Cc1nc2c(cc1Br)c(=O)cc(Nc1ccccc1)n2-c1ccccc1, CC(=O)[O-], CC(=O)[O-], CN(C)C=O, [Pd+2], c1ccc(P(c2ccccc2)c2ccccc2)cc1. Yields the product COC(=O)C=Cc1cc2c(=O)cc(Nc3ccccc3)n(-c3ccccc3)c2nc1C. As a reaction SMILES: [C:46]([CH:47]=[CH2:48])(=[O:49])[O:50][CH3:51].[NH:1]([c:2]1[cH:3][cH:4][cH:5][cH:6][cH:7]1)[c:8]1[n:9](-[c:21]2[cH:22][cH:23][cH:24][cH:25][cH:26]2)[c:10]2[n:11][c:12]([CH3:20])[c:13]([Br:19])[cH:14][c:15]2[c:16](=[O:18])[cH:17]1.[O-:58][C:59]([CH3:60])=[O:61].[O-:62][C:63]([CH3:64])=[O:65].[O:52]=[CH:53][N:54]([CH3:55])[CH3:56].[Pd+2:57].[c:27]1([P:28]([c:29]2[cH:30][cH:31][cH:32][cH:33][cH:34]2)[c:35]2[cH:36][cH:37][cH:38][cH:39][cH:40]2)[cH:41][cH:42][cH:43][cH:44][cH:45]1>>[NH:1]([c:2]1[cH:3][cH:4][cH:5][cH:6][cH:7]1)[c:8]1[n:9](-[c:21]2[cH:22][cH:23][cH:24][cH:25][cH:26]2)[c:10]2[n:11][c:12]([CH3:20])[c:13]([CH:48]=[CH:47][C:46](=[O:49])[O:50][CH3:51])[cH:14][c:15]2[c:16](=[O:18])[cH:17]1. Reactants: ClC(=O)OC1=CC=CC=C1 (phenyl chloroformate), free base, C(\C=C/C(=O)O)(=O)O.FC=1C=C(C=CC1)C1C2=C(C=CC=C2)C2(CCN(CC2)C)S1 (3-(3-fluorophenyl)-1,3-dihydro-1'-methylspiro[benzo(c)thiophene-1,4'-piperidine] maleate). The solvent is ClCCl (dichloromethane), ClCCl (dichloromethane), ClCCl (dichloromethane). Run at time 21 hour. Product: FC=1C=C(C=CC1)C1C2=C(C=CC=C2)C2(CCN(CC2)C(=O)OC2=CC=CC=C2)S1 (3-(3-fluorophenyl)-1,3-dihydro-1'-phenoxycarbonylspiro[benzo(c)thiophene-1,4'-piperidine]). Reaction SMILES: Cl[C:2]([O:4][C:5]1[CH:10]=[CH:9][CH:8]=[CH:7][CH:6]=1)=[O:3].C(O)(=O)/C=C\C(O)=O.[F:19][C:20]1[CH:21]=[C:22]([CH:26]2[S:40][C:33]3([CH2:38][CH2:37][N:36](C)[CH2:35][CH2:34]3)[C:28]3[CH:29]=[CH:30][CH:31]=[CH:32][C:27]2=3)[CH:23]=[CH:24][CH:25]=1>ClCCl>[F:19][C:20]1[CH:21]=[C:22]([CH:26]2[S:40][C:33]3([CH2:34][CH2:35][N:36]([C:2]([O:4][C:5]4[CH:10]=[CH:9][CH:8]=[CH:7][CH:6]=4)=[O:3])[CH2:37][CH2:38]3)[C:28]3[CH:29]=[CH:30][CH:31]=[CH:32][C:27]2=3)[CH:23]=[CH:24][CH:25]=1 |f:1.2|. Procedure details: To 5.0 g of phenyl chloroformate in 80 ml of dichloromethane is added 7.89 g of the free base, 3-(3-fluorophenyl)-1,3-dihydro-1'-methylspiro[benzo(c)thiophene-1,4'-piperidine] of Example 55, in 10 ml of dichloromethane over 20 minutes. The reaction mixture is stirred at room temperature for 21 hours, then diluted with 200 ml of dichloromethane. The resultant mixture is washed with two 175 ml portions of 10% aqueous sodium hydroxide solution, two 150 ml portions of water and one 70 ml portion of ... Starting materials: BrB(Br)Br, COc1ccc(N(C(C)=O)C2CC(C)N(C(=O)c3ccccc3)c3ccccc32)cc1, ClCCl. Yields the product CC(=O)N(c1ccc(O)cc1)C1CC(C)N(C(=O)c2ccccc2)c2ccccc21. Reaction SMILES: [B:32]([Br:33])([Br:34])[Br:35].[C:1]([c:2]1[cH:3][cH:4][cH:5][cH:6][cH:7]1)(=[O:8])[N:9]1[CH:10]([CH3:31])[CH2:11][CH:12]([N:19]([C:20]([CH3:21])=[O:22])[c:23]2[cH:24][cH:25][c:26]([O:29][CH3:30])[cH:27][cH:28]2)[c:13]2[cH:14][cH:15][cH:16][cH:17][c:18]21.[Cl:36][CH2:37][Cl:38]>>[C:1]([c:2]1[cH:3][cH:4][cH:5][cH:6][cH:7]1)(=[O:8])[N:9]1[CH:10]([CH3:31])[CH2:11][CH:12]([N:19]([C:20]([CH3:21])=[O:22])[c:23]2[cH:24][cH:25][c:26]([OH:29])[cH:27][cH:28]2)[c:13]2[cH:14][cH:15][cH:16][cH:17][c:18]21. Starting materials: CN1CCCC1=O, Nc1cccc(Oc2ccc3nc(NC(=O)C4CC4)cn3n2)c1, O=C(Cl)c1nccs1. Product: O=C(Nc1cccc(Oc2ccc3nc(NC(=O)C4CC4)cn3n2)c1)c1nccs1. As a reaction SMILES: [CH3:32][N:33]1[CH2:34][CH2:35][CH2:36][C:37]1=[O:38].[NH2:1][c:2]1[cH:3][c:4]([O:5][c:6]2[cH:7][cH:8][c:9]3[n:10]([n:11]2)[cH:12][c:13]([NH:15][C:16](=[O:17])[CH:18]2[CH2:19][CH2:20]2)[n:14]3)[cH:21][cH:22][cH:23]1.[s:24]1[c:25]([C:29](=[O:30])[Cl:31])[n:26][cH:27][cH:28]1>>[NH:1]([c:2]1[cH:3][c:4]([O:5][c:6]2[cH:7][cH:8][c:9]3[n:10]([n:11]2)[cH:12][c:13]([NH:15][C:16](=[O:17])[CH:18]2[CH2:19][CH2:20]2)[n:14]3)[cH:21][cH:22][cH:23]1)[C:29]([c:25]1[s:24][cH:28][cH:27][n:26]1)=[O:30].